From a dataset of the Open Reaction Database (ORD), a public repository of structured organic reaction records. describe an organic reaction: reactants, conditions, products, and yield Procedure details: The above amine (1.67 g, 10 mmol) is reacted with 6-chloropurine riboside (2.87 g, 10 mmol) as described in Example 1 and 7 is purified by column chromatography to give N6-(1-(thien-2-ylcyclobutyl)methyl)adenosine (3.18 g, 76%) as a colorless glass m.p. 84°-92° C. Found: C, 54.88; H, 5.69; N, 16.77; S, 7.55%. C19H23N5O4S calculated requires: C, 54.68; H, 5.52; N, 16.79; S, 7.67%. Reactants: S1C(=CC=C1)C1(CCC1)CN ((1-Thien-2-ylcyclobutyl)methylamine), C1=NC2=C(C(=N1)Cl)N=CN2[C@H]3[C@@H]([C@@H]([C@H](O3)CO)O)O (6-chloropurine riboside). As a reaction SMILES: [S:1]1[CH:5]=[CH:4][CH:3]=[C:2]1[C:6]1([CH2:10][NH2:11])[CH2:9][CH2:8][CH2:7]1.[CH:12]1[N:17]=[C:16](Cl)[C:15]2[N:19]=[CH:20][N:21]([C@@H:22]3[O:26][C@H:25]([CH2:27][OH:28])[C@@H:24]([OH:29])[C@H:23]3[OH:30])[C:14]=2[N:13]=1>>[S:1]1[CH:5]=[CH:4][CH:3]=[C:2]1[C:6]1([CH2:10][NH:11][C:16]2[C:15]3[N:19]=[CH:20][N:21]([C:14]=3[N:13]=[CH:12][N:17]=2)[C@@H:22]2[O:26][C@H:25]([CH2:27][OH:28])[C@@H:24]([OH:29])[C@H:23]2[OH:30])[CH2:9][CH2:8][CH2:7]1. Yields the product S1C(=CC=C1)C1(CCC1)CNC=1C=2N=CN([C@H]3[C@H](O)[C@H](O)[C@@H](CO)O3)C2N=CN1 (N6-(1-(thien-2-ylcyclobutyl)methyl)adenosine). Yield: 76.2%.